Task: describe an organic reaction: reactants, conditions, products, and yield. Dataset: the Open Reaction Database (ORD), a public repository of structured organic reaction records The reactants are C(C)(C)(C)OC(=O)N1C=C(C=C1)C1=C(C=C(C=C1)S(=O)(=O)C1=CC(=CC=C1)F)C(=O)OCC (3-[2-Ethoxycarbonyl-4-(3-fluoro-benzenesulfonyl)-phenyl]-pyrrole-1-carboxylic acid tert-butyl ester), [H][H] (Hydrogen). Reagents/catalysts: [OH-].[OH-].[Pd+2] (Pd(OH)2). Solvent: CO (MeOH). Product: C(C)(C)(C)OC(=O)N1CC(CC1)C1=C(C=C(C=C1)S(=O)(=O)C1=CC(=CC=C1)F)C(=O)OCC (3-[2-Ethoxycarbonyl-4-(3-fluoro-benzenesulfonyl)-phenyl]-pyrrolidine-1-carboxylic acid tert-butyl ester). The yield is 99.9%. As a reaction SMILES: [C:1]([O:5][C:6]([N:8]1[CH:12]=[CH:11][C:10]([C:13]2[CH:18]=[CH:17][C:16]([S:19]([C:22]3[CH:27]=[CH:26][CH:25]=[C:24]([F:28])[CH:23]=3)(=[O:21])=[O:20])=[CH:15][C:14]=2[C:29]([O:31][CH2:32][CH3:33])=[O:30])=[CH:9]1)=[O:7])([CH3:4])([CH3:3])[CH3:2].[H][H]>CO.[OH-].[OH-].[Pd+2]>[C:1]([O:5][C:6]([N:8]1[CH2:12][CH2:11][CH:10]([C:13]2[CH:18]=[CH:17][C:16]([S:19]([C:22]3[CH:27]=[CH:26][CH:25]=[C:24]([F:28])[CH:23]=3)(=[O:21])=[O:20])=[CH:15][C:14]=2[C:29]([O:31][CH2:32][CH3:33])=[O:30])[CH2:9]1)=[O:7])([CH3:4])([CH3:3])[CH3:2] |f:3.4.5|. Procedure details: 3-[2-Ethoxycarbonyl-4-(3-fluoro-benzenesulfonyl)-phenyl]-pyrrole-1-carboxylic acid tert-butyl ester (288 mg, 0.608 mmol) was dissolved in 40 ml of MeOH. Pd(OH)2 (200 mg) was added and the mixture was placed in a Parr bomb and stirred under 200 psi of Hydrogen for 72 hours. The solution was filtered through Celite and the filtrate was concentrated under reduced pressure to give 290 mgs (quantitative) of 3-[2-Ethoxycarbonyl-4-(3-fluoro-benzenesulfonyl)-phenyl]-pyrrolidine-1-carboxylic acid tert-bu... Starting materials: CC(=O)O (AcOH), CC1=NOC(=C1C1=C(C=CC(=C1)[N+](=O)[O-])OC)C (3,5-dimethyl-4-[2-(methoxy)-5-nitrophenyl]isoxazole), intermediate 3. Reagents/catalysts: [Pd] (Pd/C). Solvent: C(C)O (ethanol). Reaction conditions: time 4 hour. Product: CC1=NOC(=C1C=1C=C(N)C=CC1OC)C (3-(3,5-Dimethyl-4-isoxazolyl)-4-(methoxy)aniline), oil. The yield is 88.0%. As a reaction SMILES: [CH3:1][C:2]1[C:6]([C:7]2[CH:12]=[C:11]([N+:13]([O-])=O)[CH:10]=[CH:9][C:8]=2[O:16][CH3:17])=[C:5]([CH3:18])[O:4][N:3]=1.CC(O)=O>C(O)C.[Pd]>[CH3:1][C:2]1[C:6]([C:7]2[CH:12]=[C:11]([CH:10]=[CH:9][C:8]=2[O:16][CH3:17])[NH2:13])=[C:5]([CH3:18])[O:4][N:3]=1. Procedure: To a solution of 3,5-dimethyl-4-[2-(methoxy)-5-nitrophenyl]isoxazole (for a preparation see intermediate 3, 1.7 g, 6.85 mmol, 1 eq.) in ethanol (170 ml), was added Pd/C (10% on carbon, 85 mg) and the reaction was stirred under hydrogen for 4 h. AcOH (1.7 ml) was added and the reaction was hydrogenated for 20 h. After filtration, the solvent was evaporated in vacuo. The crude compound was dissolved into DCM and washed with saturated aqueous Sodium hydrogen carbonate, dried over Na2SO4, filtered a... The reactants are BrC1=CC(=C(C=C1[N+](=O)[O-])O)C1CCCC1 (4-bromo-2-cyclopentyl-5-nitro-phenol), C(=O)([O-])[O-].[Cs+].[Cs+] (Cs2CO3), IC (iodomethane). The solvent is CN(C)C=O (DMF). Reaction conditions: temperature 50 celsius, time 16 hour. Yields the product BrC1=C(C=C(C(=C1)C1CCCC1)OC)[N+](=O)[O-] (1-bromo-5-cyclopentyl-4-methoxy-2-nitrobenzene). Isolated yield 88.8%. RXN SMILES: [Br:1][C:2]1[C:7]([N+:8]([O-:10])=[O:9])=[CH:6][C:5]([OH:11])=[C:4]([CH:12]2[CH2:16][CH2:15][CH2:14][CH2:13]2)[CH:3]=1.[C:17]([O-])([O-])=O.[Cs+].[Cs+].IC>CN(C=O)C>[Br:1][C:2]1[CH:3]=[C:4]([CH:12]2[CH2:16][CH2:15][CH2:14][CH2:13]2)[C:5]([O:11][CH3:17])=[CH:6][C:7]=1[N+:8]([O-:10])=[O:9] |f:1.2.3|. Procedure: To a solution of 4-bromo-2-cyclopentyl-5-nitro-phenol (310 mg, 1.08 mmol) and Cs2CO3 (529 mg, 1.62 mmol) in DMF (2.0 mL) was added iodomethane (769 mg, 337 μL, 5.42 mmol) dropwise. The reaction was stirred at 50° C. under inert atmosphere for 16 h. The reaction was quenched with water and the aqueous layer was extracted with ethyl acetate. The organic layer was dried over Na2SO4 and concentrated. Purification by silica gel chromatography (0-20% ethyl acetate/hexane) provided 1-bromo-5-cyclopenty... Reactants: [Al+3], CC(C)(C)Cl, CNC(=O)C(=NOC)c1ccccc1Oc1ccccc1, [Cl-], [Cl-], [Cl-], C[N+](=O)[O-], O. Yields the product CNC(=O)C(=NOC)c1ccccc1Oc1ccc(C(C)(C)C)cc1. As a reaction SMILES: [Al+3:23].[C:26]([CH3:27])([CH3:28])([CH3:29])[Cl:30].[CH3:1][NH:2][C:3]([C:4](=[N:5][O:6][CH3:7])[c:8]1[c:9]([O:14][c:15]2[cH:16][cH:17][cH:18][cH:19][cH:20]2)[cH:10][cH:11][cH:12][cH:13]1)=[O:21].[Cl-:22].[Cl-:24].[Cl-:25].[N+:31]([CH3:32])([O-:33])=[O:34].[OH2:35]>>[CH3:1][NH:2][C:3]([C:4](=[N:5][O:6][CH3:7])[c:8]1[c:9]([O:14][c:15]2[cH:16][cH:17][c:18]([C:26]([CH3:27])([CH3:28])[CH3:29])[cH:19][cH:20]2)[cH:10][cH:11][cH:12][cH:13]1)=[O:21].